Dataset: the Open Reaction Database (ORD), a public repository of structured organic reaction records. Task: describe an organic reaction: reactants, conditions, products, and yield Starting materials: ClC=1N=C(C2=C(N1)C=C(S2)CN2CCC(CC2)N2CCCCC2)N2CCOCC2 (1′-(2-Chloro-4-morpholin-4-yl-thieno[3,2-d]pyrimidin-6-ylmethyl)-[1,4′]bipiperidinyl), CC1(OB(OC1(C)C)C=1C=NC(=NC1)N)C (5-(4,4,5,5-tetramethyl-[1,3,2]dioxaborolan-2-yl)-pyrimidin-2-ylamine). Product: O1CCN(CC1)C=1C2=C(N=C(N1)C=1C=NC(=NC1)N)C=C(S2)CN2CCC(CC2)N2CCCCC2 (5-(4-morpholino-6-((4-(piperidin-1-yl)piperidin-1-yl)methyl)thieno[3,2-d]pyrimidin-2-yl)pyrimidin-2-amine). As a reaction SMILES: Cl[C:2]1[N:3]=[C:4]([N:24]2[CH2:29][CH2:28][O:27][CH2:26][CH2:25]2)[C:5]2[S:10][C:9]([CH2:11][N:12]3[CH2:17][CH2:16][CH:15]([N:18]4[CH2:23][CH2:22][CH2:21][CH2:20][CH2:19]4)[CH2:14][CH2:13]3)=[CH:8][C:6]=2[N:7]=1.CC1(C)C(C)(C)OB([C:38]2[CH:39]=[N:40][C:41]([NH2:44])=[N:42][CH:43]=2)O1>>[O:27]1[CH2:28][CH2:29][N:24]([C:4]2[C:5]3[S:10][C:9]([CH2:11][N:12]4[CH2:17][CH2:16][CH:15]([N:18]5[CH2:23][CH2:22][CH2:21][CH2:20][CH2:19]5)[CH2:14][CH2:13]4)=[CH:8][C:6]=3[N:7]=[C:2]([C:38]3[CH:39]=[N:40][C:41]([NH2:44])=[N:42][CH:43]=3)[N:3]=2)[CH2:25][CH2:26]1. Procedure details: 1′-(2-Chloro-4-morpholin-4-yl-thieno[3,2-d]pyrimidin-6-ylmethyl)-[1,4′]bipiperidinyl (Example 24) was reacted with 5-(4,4,5,5-tetramethyl-[1,3,2]dioxaborolan-2-yl)-pyrimidin-2-ylamine in General Procedure A. Purification on silica yielded 114. NMR (CDCl3): 1.50 (m, 2H, CH2), 1.58-1.70 (m, 6H, 3×CH2), 1.80 (m, 2H, CH2), 2.12 (m, 2H, CH2), 2.30 (m, H, CH), 2.53 (m, 4H, 2×CH2), 3.05 (m, 2H, CH2), 3.82 (s, 2H, CH2), 3.89-3.91 (m, 4H, 2×CH2), 4.03-4.06 (m, 4H, 2×CH2), 5.23 (sbr, 2H, NH2), 7.26 (s, H,... The reactants are CCOC(C)=O, C1CCCCC1, CC(=O)N1Cc2sccc2C(c2ccccc2)C1. The product is CC(=O)N1CC(c2ccccc2)c2ccsc2C1=O. As a reaction SMILES: [C:19]([O:20][CH2:22][CH3:23])(=[O:21])[CH3:24].[CH2:25]1[CH2:26][CH2:27][CH2:28][CH2:29][CH2:30]1.[c:1]1([CH:7]2[c:8]3[c:9]([s:16][cH:17][cH:18]3)[CH2:10][N:11]([C:13]([CH3:14])=[O:15])[CH2:12]2)[cH:2][cH:3][cH:4][cH:5][cH:6]1>>[c:1]1([CH:7]2[c:8]3[c:9]([s:16][cH:17][cH:18]3)[C:10](=[O:21])[N:11]([C:13]([CH3:14])=[O:15])[CH2:12]2)[cH:2][cH:3][cH:4][cH:5][cH:6]1.